Task: describe an organic reaction: reactants, conditions, products, and yield. Dataset: the Open Reaction Database (ORD), a public repository of structured organic reaction records Product: CCOCc1nc2c(cc1Cl)CC1CN(C(=O)OC(C)(C)C)CC(C)N21. Starting materials: CCOCc1ccc2c(n1)N1C(C)CN(C(=O)OC(C)(C)C)CC1C2, O=C1CCC(=O)N1Cl. As a reaction SMILES: [C:1]([CH3:2])([CH3:3])([CH3:4])[O:5][C:6](=[O:7])[N:8]1[CH2:9][CH:10]2[CH2:11][c:12]3[cH:13][cH:14][c:15]([CH2:22][O:23][CH2:24][CH3:25])[n:16][c:17]3[N:18]2[CH:19]([CH3:21])[CH2:20]1.[Cl:26][N:27]1[C:28](=[O:29])[CH2:30][CH2:31][C:32]1=[O:33]>>[C:1]([CH3:2])([CH3:3])([CH3:4])[O:5][C:6](=[O:7])[N:8]1[CH2:9][CH:10]2[CH2:11][c:12]3[cH:13][c:14]([Cl:26])[c:15]([CH2:22][O:23][CH2:24][CH3:25])[n:16][c:17]3[N:18]2[CH:19]([CH3:21])[CH2:20]1. The reactants are N1=C(N=CC=C1)OC(C)C1=CC=C(C(=O)OC)C=C1 (methyl 4-(1-(pyrimidin-2-yloxy)ethyl)benzoate), O.[OH-].[Li+] (lithium hydroxide monohydrate), O (water), CO (methanol). Run in O1CCCC1 (tetrahydrofuran). Conditions: temperature 20 celsius, time 5 hour. The product is N1=C(N=CC=C1)OC(C)C1=CC=C(C(=O)O)C=C1 (4-(1-(pyrimidin-2-yloxy)ethyl)benzoic acid). Isolated yield 76.8%. As a reaction SMILES: [N:1]1[CH:6]=[CH:5][CH:4]=[N:3][C:2]=1[O:7][CH:8]([C:10]1[CH:19]=[CH:18][C:13]([C:14]([O:16]C)=[O:15])=[CH:12][CH:11]=1)[CH3:9].O.[OH-].[Li+].O.CO>O1CCCC1>[N:1]1[CH:6]=[CH:5][CH:4]=[N:3][C:2]=1[O:7][CH:8]([C:10]1[CH:19]=[CH:18][C:13]([C:14]([OH:16])=[O:15])=[CH:12][CH:11]=1)[CH3:9] |f:1.2.3|. Reported procedure: A mixture of methyl 4-(1-(pyrimidin-2-yloxy)ethyl)benzoate (400 mg, 1.6 mmol), lithium hydroxide monohydrate (326 mg, 7.8 mmol), water (4 mL) and methanol (4 mL) in tetrahydrofuran (12 mL) was stirred at 20° C. for 5 hours. The reaction mixture was concentrated. The residue was acidified to pH=2 with concentrated hydrochloride solution. The mixture was extracted with ethyl acetate (20 mL×2). The organic phase was dried over sodium sulfate and filtered. The filtrate was concentrated. The residue ...